From a dataset of the Open Reaction Database (ORD), a public repository of structured organic reaction records. describe an organic reaction: reactants, conditions, products, and yield The reactants are O=C[C@H](O)[C@@H](O)[C@H](O)[C@H](O)CO (glucose), C([C@H](O)C)(=O)O (D-lactic acid). Product: C(C(O)C)(=O)[O-] (lactate), O=C[C@H](O)[C@@H](O)[C@H](O)[C@H](O)CO (glucose). RXN SMILES: [O:1]=[CH:2][C@@H:3]([C@H:5]([C@@H:7]([C@@H:9]([CH2:11][OH:12])[OH:10])[OH:8])[OH:6])[OH:4].[C:13]([OH:18])(=[O:17])[C@@H:14]([CH3:16])[OH:15]>>[C:13]([O-:18])(=[O:17])[CH:14]([CH3:16])[OH:15].[O:1]=[CH:2][C@@H:3]([C@H:5]([C@@H:7]([C@@H:9]([CH2:11][OH:12])[OH:10])[OH:8])[OH:6])[OH:4]. Procedure details: Fermentation of glucose to D-lactic acid under aerobic growth condition by an evolved E. coli mutant deficient in three terminal oxidases is reported in this work. Cytochrome oxidases (cydAB, cyoABCD, cbdAB) were removed from the E. coli K12 MG1655 genome resulting in the ECOM3 (E. coli Cytochrome Oxidase Mutant) strain. Removal of cytochrome oxidases reduced the oxygen uptake rate of the knock-out strain by nearly 85%. Moreover, the knock-out strain was initially incapable of growing on M9 mini... The reactants are COC(=O)c1ccc(NC(=O)Nc2cnc(C)cn2)c(OCCCN(C)C)c1, CO, Cl, [Li+], [OH-]. The product is Cc1cnc(NC(=O)Nc2ccc(C(=O)O)cc2OCCCN(C)C)cn1. RXN SMILES: [CH3:1][O:2][C:3]([c:4]1[cH:5][c:6]([O:21][CH2:22][CH2:23][CH2:24][N:25]([CH3:26])[CH3:27])[c:7]([NH:10][C:11](=[O:12])[NH:13][c:14]2[n:15][cH:16][c:17]([CH3:20])[n:18][cH:19]2)[cH:8][cH:9]1)=[O:28].[CH3:32][OH:33].[ClH:31].[Li+:29].[OH-:30]>>[O:2]=[C:3]([c:4]1[cH:5][c:6]([O:21][CH2:22][CH2:23][CH2:24][N:25]([CH3:26])[CH3:27])[c:7]([NH:10][C:11](=[O:12])[NH:13][c:14]2[n:15][cH:16][c:17]([CH3:20])[n:18][cH:19]2)[cH:8][cH:9]1)[OH:28].